This data is from the Open Reaction Database (ORD), a public repository of structured organic reaction records. The task is: describe an organic reaction: reactants, conditions, products, and yield The reactants are C(C)(C)[N-]C(C)C.[Li+] (lithium diisopropylamide), COC1=C(C=CC(=C1)C(F)(F)F)C=1OCC(N1)(C)C (2-(2-methoxy-4-trifluoromethyl-phenyl)-4,4-dimethyl-4,5-dihydro-oxazole), IC (iodomethane). Solvent: THF heptanes ethylbenzene, C1CCOC1 (THF). Conditions: time 10 minute. Yields the product COC1=C(C=CC(=C1C)C(F)(F)F)C=1OCC(N1)(C)C (2-(2-Methoxy-3-methyl-4-trifluoromethyl-phenyl)-4,4-dimethyl-4,5-dihydro-oxazole). RXN SMILES: [CH3:1][O:2][C:3]1[CH:8]=[C:7]([C:9]([F:12])([F:11])[F:10])[CH:6]=[CH:5][C:4]=1[C:13]1[O:14][CH2:15][C:16]([CH3:19])([CH3:18])[N:17]=1.[CH:20]([N-]C(C)C)(C)C.[Li+].IC>C1COCC1>[CH3:1][O:2][C:3]1[C:8]([CH3:20])=[C:7]([C:9]([F:10])([F:11])[F:12])[CH:6]=[CH:5][C:4]=1[C:13]1[O:14][CH2:15][C:16]([CH3:19])([CH3:18])[N:17]=1 |f:1.2|. Procedure: To a solution of 5.465 g (20 mmol) 2-(2-methoxy-4-trifluoromethyl-phenyl)-4,4-dimethyl-4,5-dihydro-oxazole in 60 ml dry THF were added at <−60° C. 11.0 ml (22 mmol) lithium diisopropylamide solution 2M in THF/heptanes/ethylbenzene and the mixture stirred for 1.5 h at <−60° C. To the resulting dark brown solution were added 2.5 ml (40 mmol) iodomethane drop wise over 10 min (exothermal, Ti <−48° C.). The resulting light brown solution was stirred at <−50° C. for 2.5 h then quenched with sat. aq. ... The reactants are C([O-])([O-])=O.[Ca+2] (calcium carbonate), O=C[C@H](O)[C@@H](O)[C@H](O)[C@H](O)CO (glucose), O=C[C@H](O)[C@@H](O)[C@H](O)[C@H](O)CO (glucose), S(=O)(=O)([O-])[O-].[NH4+].[NH4+] (ammonium sulfate), NC(=O)N (urea), P(=O)(O)([O-])[O-].[K+].[K+] (dipotassium hydrogenphosphate), P(=O)(O)(O)[O-].[K+] (potassium dihydrogenphosphate), O.O.S(=O)(=O)([O-])[O-].[Mg+2] (magnesium sulfate dihydrate). Run in O (water). Conditions: time 24 hour. The product is N[C@@H](CCCNC(N)=N)C(=O)O (L-Arginine). RXN SMILES: O=C[C@@H:3]([C@H:5]([C@@H:7]([C@@H:9]([CH2:11][OH:12])O)O)O)O.S([O-])([O-])(=O)=O.[NH4+:18].[NH4+:19].[NH2:20][C:21]([NH2:23])=O.P([O-])([O-])(O)=O.[K+].[K+].P([O-])(O)(O)=O.[K+].[OH2:37].O.S([O-])([O-])(=O)=O.[Mg+2].C(=O)([O-])[O-].[Ca+2]>O>[NH2:18][C@H:9]([C:11]([OH:12])=[O:37])[CH2:7][CH2:5][CH2:3][NH:20][C:21](=[NH:23])[NH2:19] |f:1.2.3,5.6.7,8.9,10.11.12.13,14.15|. Procedure details: Each of the strain AUL-6 and its parent strain FERM P-3616 was cultured at 30° C. for 24 hours on the BYG agar medium and then inoculated into a thick test tube charged with 6 ml of a seed medium (a medium prepared by dissolving 20 g of glucose, 10 g of peptone, 10 g of yeast extract and 2.5 g of sodium chloride in 1 liter of water and adjusting its pH to 7.2) and cultured at 30° C. for 24 hours. Next, 2 ml of the seed culture broth was inoculated into a 300 ml capacity conical flask charged wit... Reactants: ClCCl, C=C(C)C, COc1cc(C(=O)O)ccc1C, [Na+], [OH-], O=S(=O)(O)O. Yields the product COc1cc(C(=O)OC(C)(C)C)ccc1C. As a reaction SMILES: [CH2:24]([Cl:25])[Cl:26].[CH3:18][C:19]([CH3:20])=[CH2:21].[CH3:1][O:2][c:3]1[cH:4][c:5]([C:6](=[O:7])[OH:8])[cH:9][cH:10][c:11]1[CH3:12].[Na+:23].[OH-:22].[S:13](=[O:14])(=[O:15])([OH:16])[OH:17]>>[CH3:1][O:2][c:3]1[cH:4][c:5]([C:6](=[O:7])[O:8][C:19]([CH3:18])([CH3:20])[CH3:21])[cH:9][cH:10][c:11]1[CH3:12]. Reactants: CC(C(NO[SiH](c1ccccc1)c1ccccc1)c1cc(F)c(F)c(F)c1)C(C)(C)C, CC1CO1, ClCCl, CCOCC, [O-][Cl+3]([O-])([O-])[O-], [Li+], O. Product: CC(O)CN(O[SiH](c1ccccc1)c1ccccc1)C(c1cc(F)c(F)c(F)c1)C(C)C(C)(C)C. As a reaction SMILES: [C:5]([CH3:6])([CH3:7])([CH3:8])[CH:9]([CH:10]([c:11]1[cH:12][c:13]([F:19])[c:14]([F:18])[c:15]([F:17])[cH:16]1)[NH:20][O:21][SiH:22]([c:23]1[cH:24][cH:25][cH:26][cH:27][cH:28]1)[c:29]1[cH:30][cH:31][cH:32][cH:33][cH:34]1)[CH3:35].[CH2:1]1[CH:2]([CH3:3])[O:4]1.[CH2:42]([Cl:43])[Cl:44].[CH3:45][CH2:46][O:47][CH2:48][CH3:49].[Cl+3:36]([O-:37])([O-:38])([O-:39])[O-:40].[Li+:41].[OH2:50]>>[CH2:1]([CH:2]([CH3:3])[OH:4])[N:20]([CH:10]([CH:9]([C:5]([CH3:6])([CH3:7])[CH3:8])[CH3:35])[c:11]1[cH:12][c:13]([F:19])[c:14]([F:18])[c:15]([F:17])[cH:16]1)[O:21][SiH:22]([c:23]1[cH:24][cH:25][cH:26][cH:27][cH:28]1)[c:29]1[cH:30][cH:31][cH:32][cH:33][cH:34]1. Reactants: ClCCl, C1CCOC1, ClC(Cl)Cl, O=S(=O)(Cl)CCCCl, CCOC(=O)c1cc2cc(N)ccc2[nH]1, c1ccncc1. Product: CCOC(=O)c1cc2cc(NS(=O)(=O)CCCCl)ccc2[nH]1. RXN SMILES: [CH2:30]([Cl:31])[Cl:32].[CH2:33]1[O:34][CH2:35][CH2:36][CH2:37]1.[CH:38]([Cl:39])([Cl:40])[Cl:41].[Cl:22][CH2:23][CH2:24][CH2:25][S:26](=[O:27])(=[O:28])[Cl:29].[NH2:1][c:2]1[cH:3][c:4]2[cH:5][c:6]([C:11](=[O:12])[O:13][CH2:14][CH3:15])[nH:7][c:8]2[cH:9][cH:10]1.[cH:16]1[cH:17][cH:18][n:19][cH:20][cH:21]1>>[NH:1]([c:2]1[cH:3][c:4]2[cH:5][c:6]([C:11](=[O:12])[O:13][CH2:14][CH3:15])[nH:7][c:8]2[cH:9][cH:10]1)[S:26]([CH2:25][CH2:24][CH2:23][Cl:22])(=[O:27])=[O:28]. Reactants: CCCC(Br)CCC, C1CCOC1, [Cl-], Cc1cc(Cl)n2nc(C)cc2n1, I, [Mg], [NH4+]. Product: CCCC(CCC)c1cc(C)nc2cc(C)nn12. RXN SMILES: [Br:3][CH:4]([CH2:5][CH2:6][CH3:7])[CH2:8][CH2:9][CH3:10].[CH2:25]1[O:26][CH2:27][CH2:28][CH2:29]1.[Cl-:23].[Cl:11][c:12]1[cH:13][c:14]([CH3:22])[n:15][c:16]2[n:17]1[n:18][c:19]([CH3:21])[cH:20]2.[I:2].[Mg:1].[NH4+:24]>>[CH:4]([CH2:5][CH2:6][CH3:7])([CH2:8][CH2:9][CH3:10])[c:12]1[cH:13][c:14]([CH3:22])[n:15][c:16]2[n:17]1[n:18][c:19]([CH3:21])[cH:20]2. Reactants: ClC1=C(C=C(C=C1)C1=C(N=C(S1)NC1=NC=CN=C1)C)S(=O)(=O)N (2-Chloro-5-[4-methyl-2-(pyrazin-2-ylamino)-thiazol-5-yl]-benzenesulfonamide), BrC(C(C)=O)C=1C=CC(=C(C1)S(=O)(=O)N)Cl (5-(1-Bromo-2-oxo-propyl)-2-chloro-benzenesulfonamide), BrC(C(C)=O)C1=CC(=CC=C1)[N+](=O)[O-] (1-Bromo-1-(3-nitro-phenyl)-propan-2-one). The product is CC=1N=C(SC1C1=CC(=CC=C1)[N+](=O)[O-])NC1=NC=CN=C1 ([4-Methyl-5-(3-nitro-phenyl)-thiazol-2-yl]-pyrazin-2-yl-amine). Reaction SMILES: Cl[C:2]1[CH:7]=[CH:6][C:5]([C:8]2[S:12][C:11]([NH:13][C:14]3[CH:19]=[N:18][CH:17]=[CH:16][N:15]=3)=[N:10][C:9]=2[CH3:20])=[CH:4][C:3]=1S(N)(=O)=O.BrC(C1C=CC(Cl)=C(S(N)(=O)=O)C=1)C(=O)C.BrC(C1C=CC=C([N+:52]([O-:54])=[O:53])C=1)C(=O)C>>[CH3:20][C:9]1[N:10]=[C:11]([NH:13][C:14]2[CH:19]=[N:18][CH:17]=[CH:16][N:15]=2)[S:12][C:8]=1[C:5]1[CH:6]=[CH:7][CH:2]=[C:3]([N+:52]([O-:54])=[O:53])[CH:4]=1. Procedure: The titled compound is prepared by the same procedure described for the preparation of 33c, replacing 5-(1-Bromo-2-oxo-propyl)-2-chloro-benzenesulfonamide (33b) in this procedure with 1-Bromo-1-(3-nitro-phenyl)-propan-2-one (42a)